describe an organic reaction: reactants, conditions, products, and yield From a dataset of the Open Reaction Database (ORD), a public repository of structured organic reaction records. The reactants are C(C1=CC=CC=C1)(=O)OC1=CC=C2C(=C(C=NC2=C1)[N+](=O)[O-])NCC(C)(C)NC(OC(C)(C)C)=O (tert-Butyl [2-(7-benzoyloxy-3-nitroquinolin-4-ylamino)-1,1-dimethylethyl]carbamate), [H][H] (hydrogen). The reagents and catalysts are [Pt] (platinum on carbon). Run in C(C)#N (acetonitrile). The product is NC=1C=NC2=CC(=CC=C2C1NCC(C)(C)NC(OC(C)(C)C)=O)OCC1=CC=CC=C1 (tert-butyl [2-(3-amino-7-benzyloxyquinolin-4-ylamino)-1,1-dimethylethyl]carbamate). Isolated yield 98.6%. Reaction SMILES: [C:1]([O:9][C:10]1[CH:19]=[C:18]2[C:13]([C:14]([NH:23][CH2:24][C:25]([NH:28][C:29](=[O:35])[O:30][C:31]([CH3:34])([CH3:33])[CH3:32])([CH3:27])[CH3:26])=[C:15]([N+:20]([O-])=O)[CH:16]=[N:17]2)=[CH:12][CH:11]=1)(=O)[C:2]1[CH:7]=[CH:6][CH:5]=[CH:4][CH:3]=1.[H][H]>[Pt].C(#N)C>[NH2:20][C:15]1[CH:16]=[N:17][C:18]2[C:13]([C:14]=1[NH:23][CH2:24][C:25]([NH:28][C:29](=[O:35])[O:30][C:31]([CH3:34])([CH3:33])[CH3:32])([CH3:26])[CH3:27])=[CH:12][CH:11]=[C:10]([O:9][CH2:1][C:2]1[CH:3]=[CH:4][CH:5]=[CH:6][CH:7]=1)[CH:19]=2. Reported procedure: tert-Butyl [2-(7-benzoyloxy-3-nitroquinolin-4-ylamino)-1,1-dimethylethyl]carbamate (6.74 g), 5% platinum on carbon (1.02 g), and acetonitrile (125 mL) were combined. The mixture was shaken overnight under 50 psi (3.4×105 Pa) of hydrogen. The reaction was filtered through CELITE filter agent and the filtrate was concentrated under reduced pressure to give 6.04 g of tert-butyl [2-(3-amino-7-benzyloxyquinolin-4-ylamino)-1,1-dimethylethyl]carbamate as an orange foam. The reactants are CCOC(=O)C1=CNCCc2c1[nH]c1ccccc21, CI, [H-], [Na+], CN(C)C=O, O. The product is CCOC(=O)C1=CN(C)CCc2c1[nH]c1ccccc21. RXN SMILES: [CH2:1]1[CH2:2][NH:3][CH:4]=[C:5]([C:15](=[O:16])[O:17][CH2:18][CH3:19])[c:6]2[nH:7][c:8]3[cH:9][cH:10][cH:11][cH:12][c:13]3[c:14]21.[CH3:22][I:23].[H-:20].[Na+:21].[O:25]=[CH:26][N:27]([CH3:28])[CH3:29].[OH2:24]>>[CH2:1]1[CH2:2][N:3]([CH3:22])[CH:4]=[C:5]([C:15](=[O:16])[O:17][CH2:18][CH3:19])[c:6]2[nH:7][c:8]3[cH:9][cH:10][cH:11][cH:12][c:13]3[c:14]21. Reactants: C(CCCCC)N1C(C2C(C2C1)(C)C1=CC(=CC=C1)C1=CN=CN1)=O (3-hexyl-6-[3-(1H-imidazol-5-yl)phenyl]-6-methyl-3-azabicyclo[3.1.0]hexan-2-one), [H-].[Al+3].[Li+].[H-].[H-].[H-] (lithium aluminium hydride), C(O)([O-])=O.[Na+] (sodium hydrogen carbonate). Reagents/catalysts: [OH-].[Na+] (sodium hydroxide). Solvent: C(C)(=O)OCC (ethyl acetate). Conditions: time 30 minute. The product is C(CCCCC)N1CC2C(C2C1)(C)C1=CC(=CC=C1)C1=CN=CN1 (3-Hexyl-6-[3-(1H-imidazol-5-yl)phenyl]-6-methyl-3-azabicyclo[3.1.0]hexane). Yield: 74.4%. Reaction SMILES: [CH2:1]([N:7]1[CH2:12][CH:11]2[CH:9]([C:10]2([C:14]2[CH:19]=[CH:18][CH:17]=[C:16]([C:20]3[NH:24][CH:23]=[N:22][CH:21]=3)[CH:15]=2)[CH3:13])[C:8]1=O)[CH2:2][CH2:3][CH2:4][CH2:5][CH3:6].[H-].[Al+3].[Li+].[H-].[H-].[H-].C(=O)([O-])O.[Na+]>[OH-].[Na+].C(OCC)(=O)C>[CH2:1]([N:7]1[CH2:12][CH:11]2[CH:9]([C:10]2([C:14]2[CH:19]=[CH:18][CH:17]=[C:16]([C:20]3[NH:24][CH:23]=[N:22][CH:21]=3)[CH:15]=2)[CH3:13])[CH2:8]1)[CH2:2][CH2:3][CH2:4][CH2:5][CH3:6] |f:1.2.3.4.5.6,7.8,9.10|. Procedure: To a solution of 3-hexyl-6-[3-(1H-imidazol-5-yl)phenyl]-6-methyl-3-azabicyclo[3.1.0]hexan-2-one (Preparation 75, 21 mg, 62.3 μmol) in tetrahydrofuiran (1.5 ml) at room temperature was added lithium aluminium hydride (1.0 M in tetrahydrofuran, 0.12 ml, 0.12 mmol) over 2 min. The reaction mixture was stirred at room temperature for 30 min and then heated under reflux for 2 h before cooling to room temperature. Aqueous sodium hydroxide solution (1 M, a few drops) and excess ethyl acetate were added... The reactants are O=C([O-])O, CC(=O)OC(C)=O, ClCCl, Cl, NC1CCN(c2ccc(N3CC(CN(C(=O)OCC(Cl)(Cl)Cl)c4ccon4)OC3=O)cc2F)C1, [Na+], O. The product is CC(=O)NC1CCN(c2ccc(N3CC(CN(C(=O)OCC(Cl)(Cl)Cl)c4ccon4)OC3=O)cc2F)C1. As a reaction SMILES: [C:36](=[O:37])([OH:38])[O-:39].[CH3:44][C:45](=[O:46])[O:47][C:48](=[O:49])[CH3:50].[Cl:41][CH2:42][Cl:43].[ClH:1].[NH2:2][CH:3]1[CH2:4][N:5]([c:8]2[c:9]([F:35])[cH:10][c:11]([N:14]3[C:15](=[O:34])[O:16][CH:17]([CH2:19][N:20]([C:21](=[O:22])[O:23][CH2:24][C:25]([Cl:26])([Cl:27])[Cl:28])[c:29]4[n:30][o:31][cH:32][cH:33]4)[CH2:18]3)[cH:12][cH:13]2)[CH2:6][CH2:7]1.[Na+:40].[OH2:51]>>[NH:2]([CH:3]1[CH2:4][N:5]([c:8]2[c:9]([F:35])[cH:10][c:11]([N:14]3[C:15](=[O:34])[O:16][CH:17]([CH2:19][N:20]([C:21](=[O:22])[O:23][CH2:24][C:25]([Cl:26])([Cl:27])[Cl:28])[c:29]4[n:30][o:31][cH:32][cH:33]4)[CH2:18]3)[cH:12][cH:13]2)[CH2:6][CH2:7]1)[C:45]([CH3:44])=[O:46].